This data is from the Open Reaction Database (ORD), a public repository of structured organic reaction records. The task is: describe an organic reaction: reactants, conditions, products, and yield Reactants: ClC1=CC=NC2=CC(=CC=C12)C(F)(F)F (4-chloro-7-trifluoromethylquinoline), C(C)(C)(C)OC(NCCN)=O (tert-butyl-N-(2-aminoethyl)carbamate), Cl (HCl). Solvent: O1CCOCC1 (dioxane). Reaction conditions: temperature 125 celsius. The product is FC(C1=CC=C2C(=CC=NC2=C1)NCCN)(F)F (N1-(7-Trifluoromethyl-quinolin-4-yl)-ethane-1,2-diamine). Reaction SMILES: Cl[C:2]1[C:11]2[C:6](=[CH:7][C:8]([C:12]([F:15])([F:14])[F:13])=[CH:9][CH:10]=2)[N:5]=[CH:4][CH:3]=1.C(OC(=O)[NH:22][CH2:23][CH2:24][NH2:25])(C)(C)C.Cl>O1CCOCC1>[F:13][C:12]([F:15])([F:14])[C:8]1[CH:7]=[C:6]2[C:11]([C:2]([NH:22][CH2:23][CH2:24][NH2:25])=[CH:3][CH:4]=[N:5]2)=[CH:10][CH:9]=1. Procedure: A mixture of 120 mg of 4-chloro-7-trifluoromethylquinoline and 250 mg of tert-butyl-N-(2-aminoethyl)carbamate was heated to 125° C. for two hrs. The mixture was cooled to room temperature and partitioned between 10% IPA/chloroform and saturated sodium bicarbonate. The aqueous layer was back extracted with 10% IPA/chloroform and the organic layers were dried over sodium sulfate, filtered and concentrated. The residue was dissolved in EtOAc and washed with water, and the organic layer was dried ov... The reactants are C[Mg+].[Br-] (MeMgBr), C=C1C[C@H]2[C@@H]3CC[C@@H]([C@@]3(C)CC[C@@H]2[C@]2(CCC(C=C12)=O)C)C(=O)NC1=CC=C(C=C1)C(F)(F)F ((17β)-6-Methylene-3-oxo-N-(4-trifluoromethylphenyl)-androst-4-ene-17-carboxamide). Reagents/catalysts: Cl[Cu] (CuCl). Solvent: CCOCC (ether). Conditions: temperature 0 celsius, time 5 minute. Yields the product C(C)C=1C[C@H]2[C@@H]3CC[C@@H]([C@@]3(C)CC[C@@H]2[C@]2(CCC(CC12)=O)C)C(=O)NC1=CC=C(C=C1)C(F)(F)F ((17β)-6-ethyl-3-oxo-N-[4-(trifluoromethyl)phenyl]androst-5-ene-17-carboxamide). RXN SMILES: [CH3:1][Mg+].[Br-].[CH2:4]=[C:5]1[C:22]2[C@:17]([CH3:24])([CH2:18][CH2:19][C:20](=[O:23])[CH:21]=2)[C@@H:16]2[C@H:7]([C@H:8]3[C@@:12]([CH2:14][CH2:15]2)([CH3:13])[C@@H:11]([C:25]([NH:27][C:28]2[CH:33]=[CH:32][C:31]([C:34]([F:37])([F:36])[F:35])=[CH:30][CH:29]=2)=[O:26])[CH2:10][CH2:9]3)[CH2:6]1>CCOCC.Cl[Cu]>[CH2:4]([C:5]1[CH2:6][C@@H:7]2[C@@H:16]([C@:17]3([CH3:24])[C:22]=1[CH2:21][C:20](=[O:23])[CH2:19][CH2:18]3)[CH2:15][CH2:14][C@@:12]1([CH3:13])[C@H:8]2[CH2:9][CH2:10][C@@H:11]1[C:25]([NH:27][C:28]1[CH:33]=[CH:32][C:31]([C:34]([F:36])([F:35])[F:37])=[CH:30][CH:29]=1)=[O:26])[CH3:1] |f:0.1|. Procedure: To a solution of 3.0 M MeMgBr (0.36 mL, 1.09 mmol) in ether under N2 was added 2.2 mL Argon-purged, anhydrous THF. The mixture was cooled to 0° C. CuCl (0.014 g, 0.14 mmol) was added, and the reaction was stirred for 5 min before adding (17β)-6-methylene-3-oxo-N-[4-(trifluoromethyl)phenyl]androst-4-ene-17-carboxamide (3-4) (0.12 g, 0.25 mmol) as a solid. After several hours the reaction was quenched by dropwise addition of 5.0 mL of Ar-purged water, then partitioned between CHCl3 and 10% KHSO4 s...